This data is from the Open Reaction Database (ORD), a public repository of structured organic reaction records. The task is: describe an organic reaction: reactants, conditions, products, and yield The reactants are O=C([O-])[O-], CNC, CC#N, CC(=O)NCc1ccc(CCl)cc1, Cl, [K+], [K+]. Product: CC(=O)NCc1ccc(CN(C)C)cc1. As a reaction SMILES: [C:18](=[O:19])([O-:20])[O-:21].[CH3:15][NH:16][CH3:17].[CH3:24][C:25]#[N:26].[Cl:1][CH2:2][c:3]1[cH:4][cH:5][c:6]([CH2:9][NH:10][C:11]([CH3:12])=[O:13])[cH:7][cH:8]1.[ClH:14].[K+:22].[K+:23]>>[CH2:2]([c:3]1[cH:4][cH:5][c:6]([CH2:9][NH:10][C:11]([CH3:12])=[O:13])[cH:7][cH:8]1)[N:16]([CH3:15])[CH3:17]. The reactants are [Cl-], O=C(CCl)Nc1ccc(OC(F)(F)F)cc1-c1ncn[nH]1, [NH4+], [Na+], C1COCCO1, [OH-]. Yields the product O=C1Cn2ncnc2-c2cc(OC(F)(F)F)ccc2N1. Reaction SMILES: [Cl-:24].[Cl:1][CH2:2][C:3](=[O:4])[NH:5][c:6]1[c:7](-[c:17]2[nH:18][n:19][cH:20][n:21]2)[cH:8][c:9]([O:12][C:13]([F:14])([F:15])[F:16])[cH:10][cH:11]1.[NH4+:25].[Na+:23].[O:26]1[CH2:27][CH2:28][O:29][CH2:30][CH2:31]1.[OH-:22]>>[CH2:2]1[C:3](=[O:4])[NH:5][c:6]2[c:7]([cH:8][c:9]([O:12][C:13]([F:14])([F:15])[F:16])[cH:10][cH:11]2)-[c:17]2[n:18]1[n:19][cH:20][n:21]2. Starting materials: [Si](C1=CC=CC=C1)(C1=CC=CC=C1)(C(C)(C)C)OCC1C(N(CCC1)C1=C(C=C(C=C1)NC[C@H](CNC(=O)C=1SC(=CC1)Cl)O)Cl)=O (N-[(2R)-3-({4-[3-({[tert-Butyl(diphenyl)silyl]oxy}methyl)-2-oxopiperidin-1-yl]-3-chlorophenyl}-amino)-2-hydroxypropyl]-5-chlorothiophene-2-carboxamide), C(=O)(N1C=NC=C1)N1C=NC=C1 (carbonyldiimidazole). The reagents and catalysts are CN(C1=CC=NC=C1)C (4-dimethylaminopyridine). Solvent: C(CCC)#N (butyronitrile). Conditions: time 15 hour. Yields the product [Si](C1=CC=CC=C1)(C1=CC=CC=C1)(C(C)(C)C)OCC1C(N(CCC1)C1=C(C=C(C=C1)N1C(O[C@H](C1)CNC(=O)C=1SC(=CC1)Cl)=O)Cl)=O (N-[((5S)-3-{4-[3-({[tert-Butyl(diphenyl)silyl]oxy}methyl)-2-oxopiperidin-1-yl]-3-chlorophenyl}-2-oxo-1,3-oxazolidin-5-yl)methyl]-5-chlorothiophene-2-carboxamide). RXN SMILES: [Si:1]([O:18][CH2:19][CH:20]1[CH2:25][CH2:24][CH2:23][N:22]([C:26]2[CH:31]=[CH:30][C:29]([NH:32][CH2:33][C@@H:34]([OH:45])[CH2:35][NH:36][C:37]([C:39]3[S:40][C:41]([Cl:44])=[CH:42][CH:43]=3)=[O:38])=[CH:28][C:27]=2[Cl:46])[C:21]1=[O:47])([C:14]([CH3:17])([CH3:16])[CH3:15])([C:8]1[CH:13]=[CH:12][CH:11]=[CH:10][CH:9]=1)[C:2]1[CH:7]=[CH:6][CH:5]=[CH:4][CH:3]=1.[C:48](N1C=CN=C1)(N1C=CN=C1)=[O:49]>C(#N)CCC.CN(C)C1C=CN=CC=1>[Si:1]([O:18][CH2:19][CH:20]1[CH2:25][CH2:24][CH2:23][N:22]([C:26]2[CH:31]=[CH:30][C:29]([N:32]3[CH2:33][C@H:34]([CH2:35][NH:36][C:37]([C:39]4[S:40][C:41]([Cl:44])=[CH:42][CH:43]=4)=[O:38])[O:45][C:48]3=[O:49])=[CH:28][C:27]=2[Cl:46])[C:21]1=[O:47])([C:14]([CH3:16])([CH3:17])[CH3:15])([C:2]1[CH:7]=[CH:6][CH:5]=[CH:4][CH:3]=1)[C:8]1[CH:9]=[CH:10][CH:11]=[CH:12][CH:13]=1. Procedure: A solution of 850 mg (1.196 mmol) of the compound from example 94A and 387 mg (2.39 mmol) of carbonyldiimidazole in 30 ml of butyronitrile is admixed with 3 mg (0.024 mmol) of 4-dimethylaminopyridine and heated to reflux. After 15 hours, the majority of the solvent is removed on a rotary evaporator. The product is isolated further by means of preparative HPLC with an acetonitrile/water mixture. This affords 605 mg (69% of theory) of the title compound. The reactants are CCCCCC (hexane), ClC1=CC=C(C=C1)S(=O)(=O)Cl (4-chloro-benzenesulfonyl chloride), NC1=CC=C(C(=O)NC2=CC(=CC=C2)C=C2C(NC(S2)=O)=O)C=C1 (4-Amino-N-[3-(2,4-dioxo-thiazolidin-5-ylidenemethyl)-phenyl]-benzamide). Run in N1=CC=CC=C1 (pyridine), N1=CC=CC=C1 (pyridine), CCOC(=O)C (EtOAc). Yields the product ClC1=CC=C(C=C1)S(=O)(=O)NC1=CC=C(C(=O)NC2=CC(=CC=C2)C=C2C(NC(S2)=O)=O)C=C1 (4-(4-Chloro-benzenesulfonylamino)-N-[3-(2,4-dioxo-thiazolidin-5-ylidenemethyl)-phenyl]-benzamide). As a reaction SMILES: [NH2:1][C:2]1[CH:24]=[CH:23][C:5]([C:6]([NH:8][C:9]2[CH:14]=[CH:13][CH:12]=[C:11]([CH:15]=[C:16]3[S:20][C:19](=[O:21])[NH:18][C:17]3=[O:22])[CH:10]=2)=[O:7])=[CH:4][CH:3]=1.[Cl:25][C:26]1[CH:31]=[CH:30][C:29]([S:32](Cl)(=[O:34])=[O:33])=[CH:28][CH:27]=1.CCCCCC>N1C=CC=CC=1.CCOC(C)=O>[Cl:25][C:26]1[CH:31]=[CH:30][C:29]([S:32]([NH:1][C:2]2[CH:3]=[CH:4][C:5]([C:6]([NH:8][C:9]3[CH:14]=[CH:13][CH:12]=[C:11]([CH:15]=[C:16]4[S:20][C:19](=[O:21])[NH:18][C:17]4=[O:22])[CH:10]=3)=[O:7])=[CH:23][CH:24]=2)(=[O:34])=[O:33])=[CH:28][CH:27]=1. Procedure: 4-Amino-N-[3-(2,4-dioxo-thiazolidin-5-ylidenemethyl)-phenyl]-benzamide was dissolved in pyridine and treated with 4-chloro-benzenesulfonyl chloride in pyridine at 60° C. for 12 h. The solution-was cooled and diluted with EtOAc then washed with 10% aq. NaHSO4 followed by saturated aq. NaCl. The organic phase was separated, dried over Na2SO4 and concentrated under reduced pressure to give an oil. Trituration with hexane gave pure product.